Dataset: the Open Reaction Database (ORD), a public repository of structured organic reaction records. Task: describe an organic reaction: reactants, conditions, products, and yield Conditions: temperature 190 celsius. Reported procedure: Charged 300.0 g of formamide into a 2.0 L 4 necked round bottom flask connected to a mechanical stirrer, thermo meter socket, and condenser under nitrogen atmosphere. 90.0 g (0.39 mol) of 5-Amino-1-(3,5-dimethyl-phenyl)-1H-pyrazole-4-carboxylic acid amide (Compound No. 77) was charged. Reaction mass temperature was raised to reflux (185-195° C.). Maintained the mass temperature at reflux for 60-90 min. Reaction mass temperature was cooled to 140-150° C. 900.0 ml of water was added slowly at main... Starting materials: C(=O)N (formamide), 4, NC1=C(C=NN1C1=CC(=CC(=C1)C)C)C(=O)N (5-Amino-1-(3,5-dimethyl-phenyl)-1H-pyrazole-4-carboxylic acid amide). RXN SMILES: [CH:1](N)=O.[NH2:4][C:5]1[N:9]([C:10]2[CH:15]=[C:14]([CH3:16])[CH:13]=[C:12]([CH3:17])[CH:11]=2)[N:8]=[CH:7][C:6]=1[C:18]([NH2:20])=[O:19]>O>[CH3:16][C:14]1[CH:15]=[C:10]([N:9]2[C:5]3[N:4]=[CH:1][NH:20][C:18](=[O:19])[C:6]=3[CH:7]=[N:8]2)[CH:11]=[C:12]([CH3:17])[CH:13]=1. Yield: 69.2%. Solvent: O (water). The product is CC=1C=C(C=C(C1)C)N1N=CC2=C1N=CNC2=O (1-(3,5-Dimethyl-phenyl)-1,5-dihydro-pyrazolo[3,4-d]pyrimidine-4-one).